Dataset: the Open Reaction Database (ORD), a public repository of structured organic reaction records. Task: describe an organic reaction: reactants, conditions, products, and yield Product: Cl.C(C)(C)(C)C=1SC=C(N1)/C=C/C=1C(=NN(C1)C1=CC=CC=C1)O (4-[(E)-2-(2-tert-butyl-1,3-thiazol-4-yl)ethenyl]-1-phenyl-1H-pyrazol-3-ol.hydrochloride). Procedure: To a solution of 2-tert-butyl-4-{(E)-2-[3-(methoxymethoxy)-1-phenyl-1H-pyrazol-4-yl]ethenyl}-1,3-thiazole (2.4 g) in methanol (30 mL) was added concentrated hydrochloric acid (0.8 mL) at room temperature, and the mixture was stirred at room temperature for 24 hr. The reaction mixture was evaporated under reduced pressure, and the residue was washed with ethyl acetate-hexane to give 4-[(E)-2-(2-tert-butyl-1,3-thiazol-4-yl)ethenyl]-1-phenyl-1H-pyrazol-3-ol.hydrochloride (2.1 g, yield 91%) as pale-... Isolated yield 91.0%. Run at time 24 hour. As a reaction SMILES: [C:1]([C:5]1[S:6][CH:7]=[C:8](/[CH:10]=[CH:11]/[C:12]2[C:13]([O:23]COC)=[N:14][N:15]([C:17]3[CH:22]=[CH:21][CH:20]=[CH:19][CH:18]=3)[CH:16]=2)[N:9]=1)([CH3:4])([CH3:3])[CH3:2].[ClH:27]>CO>[ClH:27].[C:1]([C:5]1[S:6][CH:7]=[C:8](/[CH:10]=[CH:11]/[C:12]2[C:13]([OH:23])=[N:14][N:15]([C:17]3[CH:22]=[CH:21][CH:20]=[CH:19][CH:18]=3)[CH:16]=2)[N:9]=1)([CH3:4])([CH3:2])[CH3:3] |f:3.4|. The solvent is CO (methanol). Reactants: C(C)(C)(C)C=1SC=C(N1)\C=C\C=1C(=NN(C1)C1=CC=CC=C1)OCOC (2-tert-butyl-4-{(E)-2-[3-(methoxymethoxy)-1-phenyl-1H-pyrazol-4-yl]ethenyl}-1,3-thiazole), Cl (hydrochloric acid).